describe an organic reaction: reactants, conditions, products, and yield From a dataset of the Open Reaction Database (ORD), a public repository of structured organic reaction records. Starting materials: CNN (methylhydrazine), OC(CON1C(C2=CC=CC=C2C1=O)=O)C(C)(C)C (2-(2-hydroxy-3,3-dimethylbutoxy)-isoindole-1,3-dione), C(C)OCC (Diethyl ether). The solvent is ClCCl (dichloromethane). Run at time 16 hour. Yields the product NOCC(C(C)(C)C)O (1-aminooxy-3,3-dimethylbutan-2-ol). The yield is 86.2%. RXN SMILES: [OH:1][CH:2]([C:16]([CH3:19])([CH3:18])[CH3:17])[CH2:3][O:4][N:5]1C(=O)C2C(=CC=CC=2)C1=O.CNN.C(OCC)C>ClCCl>[NH2:5][O:4][CH2:3][CH:2]([OH:1])[C:16]([CH3:19])([CH3:18])[CH3:17]. Procedure details: To a solution of 2-(2-hydroxy-3,3-dimethylbutoxy)-isoindole-1,3-dione (1.47 g, 5.60 mmol) in dichloromethane (20 mL) cooled to 0° C. was added methylhydrazine (0.31 mL, 5.90 mmol). The white suspension was allowed to stir for 16 hours at room temperature. Diethyl ether (50 mL) was added and the solids were removed by filtration. The filtrate was concentrated, diluted with diethyl ether and the solids were removed by filtration. This procedure was repeated twice more and the final filtrate was co... The reactants are C(C)(C)(C)C1CC(C=O)C=CC1 (3-tert.-butyl-tetrahydrobenzaldehyde), CC(C=O)=CC1CC(=CCC1)C(C)(C)C (2-methyl-(3-tert.-butyl-cyclohex-3-enyl)-prop-2-en-1-al), C(CC)=O (propionaldehyde). Yields the product CC(C=O)=CC1CC=C(CC1)C(C)(C)C (2-methyl-(4-tert.-butyl-cyclohex-3-enyl)-prop-2-en-1-al). Isolated yield 80.0%. As a reaction SMILES: [C:1]([CH:5]1[CH2:12][CH:11]=[CH:10][CH:7](C=O)[CH2:6]1)([CH3:4])([CH3:3])[CH3:2].C(=O)CC.[CH3:17][C:18](=[CH:21]C1CCC=C(C(C)(C)C)C1)[CH:19]=[O:20]>>[CH3:21][C:18](=[CH:17][CH:10]1[CH2:7][CH2:6][C:5]([C:1]([CH3:2])([CH3:3])[CH3:4])=[CH:12][CH2:11]1)[CH:19]=[O:20]. Procedure details: A mixture of Δ3 -4-tert.-butyl- and Δ3 -3-tert.-butyl-tetrahydrobenzaldehyde prepared according to instructions B is condensed with propionaldehyde in a conventional manner. An 80% yield of 2-methyl-(4-tert.-butyl-cyclohex-3-enyl)-prop-2-en-1-al and 2-methyl-(3-tert.-butyl-cyclohex-3-enyl)-prop-2-en-1-al in a ratio of about 70:30 is obtained. Boiling point: 153° C./30 mbar. Reactants: [H-].[Al+3].[Li+].[H-].[H-].[H-] (lithium aluminum hydride), [OH-].[Na+] (sodium hydroxide), C(C1=CC=CC=C1)N(C)C(CC(=O)OCC)(C)C (ethyl 3-(N-benzyl-N-methylamino)-3-methylbutanoate), O (water), O (Water). The solvent is O1CCCC1 (tetrahydrofuran), O1CCCC1 (tetrahydrofuran). Conditions: time 3 hour. Yields the product C(C1=CC=CC=C1)N(C)C(CCO)(C)C (3-(N-benzyl-N-methylamino)-3-methylbutan-1-ol). RXN SMILES: [CH2:1]([N:8]([C:10]([CH3:18])([CH3:17])[CH2:11][C:12](OCC)=[O:13])[CH3:9])[C:2]1[CH:7]=[CH:6][CH:5]=[CH:4][CH:3]=1.[H-].[Al+3].[Li+].[H-].[H-].[H-].O.[OH-].[Na+]>O1CCCC1>[CH2:1]([N:8]([C:10]([CH3:18])([CH3:17])[CH2:11][CH2:12][OH:13])[CH3:9])[C:2]1[CH:7]=[CH:6][CH:5]=[CH:4][CH:3]=1 |f:1.2.3.4.5.6,8.9|. Procedure: A solution of ethyl 3-(N-benzyl-N-methylamino)-3-methylbutanoate (23.6 g--Preparation 6), in anhydrous tetrahydrofuran (100 ml) was added, dropwise, over 20 minutes to a stirred suspension of lithium aluminum hydride (7.2 g) in anhydrous tetrahydrofuran (300 ml). When the addition was complete, the mixture was stirred at room temperature for 3 hours. Water (7 ml) was carefully added dropwise followed by 15% aqueous sodium hydroxide (7 ml) and finally more water (20 ml). The resulting solid preci... The reactants are CC1(OCC(CO1)(CCN1C(=NC=C1)[N+](=O)[O-])CF)C (2,2-Dimethyl-5-fluoromethyl-5-[2-(2-nitro-1H-imidazol-1-yl)ethyl]-1,3-dioxane), Cl (hydrochloric acid). Solvent: C(C)#N (acetonitrile). Reaction conditions: temperature 80 celsius, time 30 minute. Yields the product OCC(CCN1C(=NC=C1)[N+](=O)[O-])(CF)CO (1-(3,3-dihydroxymethyl-4-fluorobutyl)-2-nitroimidazole). As a reaction SMILES: CC1(C)[O:7][CH2:6][C:5]([CH2:18][F:19])([CH2:8][CH2:9][N:10]2[CH:14]=[CH:13][N:12]=[C:11]2[N+:15]([O-:17])=[O:16])[CH2:4][O:3]1.Cl>C(#N)C>[OH:3][CH2:4][C:5]([CH2:6][OH:7])([CH2:18][F:19])[CH2:8][CH2:9][N:10]1[CH:14]=[CH:13][N:12]=[C:11]1[N+:15]([O-:17])=[O:16]. Procedure details: 2,2-Dimethyl-5-fluoromethyl-5-[2-(2-nitro-1H-imidazol-1-yl)ethyl]-1,3-dioxane was dissolved in 0.5 mL of acetonitrile, 0.5 mL of 1 mol/L hydrochloric acid was added thereto, and the mixture was stirred at 80° C. for 30 minutes. After completion of the reaction, the mixture was concentrated under vacuum to give a trace amount of 1-(3,3-dihydroxymethyl-4-fluorobutyl)-2-nitroimidazole. Reactants: [Cl-].C(C)(=O)NC1=C(OCCC[N+]2=CN(C=C2)C)C=C(C=C1)N (1-[3-(2-acetylamino-5-aminophenoxy)propyl]-3-methyl-3H-imidazol-1-ium chloride). Run in C(C)O (ethanol). The product is [Cl-].Cl.Cl.NC1=C(OCCC[N+]2=CN(C=C2)C)C=C(C=C1)N (1-[3-(2,5-Diaminophenoxy)propyl]-3-methyl-3H-imidazol-1-ium Dihydrochloride Monochloride). RXN SMILES: [Cl-:1].C([NH:5][C:6]1[CH:21]=[CH:20][C:19]([NH2:22])=[CH:18][C:7]=1[O:8][CH2:9][CH2:10][CH2:11][N+:12]1[CH:16]=[CH:15][N:14]([CH3:17])[CH:13]=1)(=O)C>C(O)C>[Cl-:1].[ClH:1].[ClH:1].[NH2:5][C:6]1[CH:21]=[CH:20][C:19]([NH2:22])=[CH:18][C:7]=1[O:8][CH2:9][CH2:10][CH2:11][N+:12]1[CH:16]=[CH:15][N:14]([CH3:17])[CH:13]=1 |f:0.1,3.4.5.6|. Reported procedure: The 1-[3-(2-acetylamino-5-aminophenoxy)propyl]-3-methyl-3H-imidazol-1-ium chloride obtained in the above step (19.0 g) was dissolved, at room temperature and with stirring, in 90 ml of approximately 5N absolute hydrochloric ethanol. The reactants are CC(C)CC(NC(=O)OC(C)(C)C)C(=O)NC1CCCNCC1O, O=C([O-])O, Cc1cccc(S(=O)(=O)Cl)n1, CO, ClCCl, Cl, [Na+]. The product is Cc1cccc(S(=O)(=O)N2CCCC(NC(=O)C(CC(C)C)NC(=O)OC(C)(C)C)C(O)C2)n1. As a reaction SMILES: [C:1]([CH3:2])([CH3:3])([CH3:4])[O:5][C:6]([NH:7][CH:8]([CH2:9][CH:10]([CH3:11])[CH3:12])[C:13]([NH:14][CH:15]1[CH:16]([OH:22])[CH2:17][NH:18][CH2:19][CH2:20][CH2:21]1)=[O:23])=[O:24].[C:25](=[O:26])([OH:27])[O-:28].[CH3:30][c:31]1[cH:32][cH:33][cH:34][c:35]([S:37](=[O:38])(=[O:39])[Cl:40])[n:36]1.[CH3:41][OH:42].[Cl:43][CH2:44][Cl:45].[ClH:46].[Na+:29]>>[C:1]([CH3:2])([CH3:3])([CH3:4])[O:5][C:6]([NH:7][CH:8]([CH2:9][CH:10]([CH3:11])[CH3:12])[C:13]([NH:14][CH:15]1[CH:16]([OH:22])[CH2:17][N:18]([S:37]([c:35]2[cH:34][cH:33][cH:32][c:31]([CH3:30])[n:36]2)(=[O:38])=[O:39])[CH2:19][CH2:20][CH2:21]1)=[O:23])=[O:24]. Reactants: CN1CCN(CC1)C(=O)C1=C(N(C2=CC=CC=C12)C1=CC=CC=C1)N1CCNCC1 (1-Phenyl-2-(1-piperazinyl)-indole 3-carboxylic acid (4-methyl)-Piperazide), N1=CC=CC=C1 (pyridine), Cl (hydrochloride), O1C(=CC=C1)C(=O)Cl (furan-2-yl carboxylic acid chloride). Run in C(Cl)(Cl)Cl (chloroform), C(Cl)(Cl)Cl (chloroform), C(Cl)(Cl)Cl (chloroform). Reaction conditions: temperature -20 celsius, time 4 hour. The product is CN1CCN(CC1)C(=O)C1=C(N(C2=CC=CC=C12)C1=CC=CC=C1)N1CCN(CC1)C(=O)C=1OC=CC1 (2-[4-(2-furoyl)-1-piperazinyl]-1-phenyl-indole 3-carboxylic acid 4-methyl-piperazide). RXN SMILES: [CH3:1][N:2]1[CH2:7][CH2:6][N:5]([C:8]([C:10]2[C:18]3[C:13](=[CH:14][CH:15]=[CH:16][CH:17]=3)[N:12]([C:19]3[CH:24]=[CH:23][CH:22]=[CH:21][CH:20]=3)[C:11]=2[N:25]2[CH2:30][CH2:29][NH:28][CH2:27][CH2:26]2)=[O:9])[CH2:4][CH2:3]1.N1C=CC=CC=1.[O:37]1[CH:41]=[CH:40][CH:39]=[C:38]1[C:42](Cl)=[O:43].Cl>C(Cl)(Cl)Cl>[CH3:1][N:2]1[CH2:3][CH2:4][N:5]([C:8]([C:10]2[C:18]3[C:13](=[CH:14][CH:15]=[CH:16][CH:17]=3)[N:12]([C:19]3[CH:24]=[CH:23][CH:22]=[CH:21][CH:20]=3)[C:11]=2[N:25]2[CH2:26][CH2:27][N:28]([C:42]([C:38]3[O:37][CH:41]=[CH:40][CH:39]=3)=[O:43])[CH2:29][CH2:30]2)=[O:9])[CH2:6][CH2:7]1. Procedure: To a mixture of 16.1 g (0.04 mol) of 1-phenyl-2-(1-piperazinyl)-indole 3-carboxylic acid 4-methyl piperazide (Example 7), 5 ml of pyridine and 40 ml of chloroform, that had been cooled to -20° C., a solution of 6.5 g (0.05 mol) of furan-2-yl carboxylic acid chloride in 80 ml of chloroform was added. The mixture was allowed to stand for 4 hours at room temperature, then 200 ml of chloroform were added and the mixture was washed four times with water. The solvent was eliminated in vacuo, the cryst...